Dataset: the Open Reaction Database (ORD), a public repository of structured organic reaction records. Task: describe an organic reaction: reactants, conditions, products, and yield Reported procedure: The title compound was prepared by a procedure similar to those described for E1 starting from 7-chloro-1-methyl-2,3-dihydroimidazo[1,2-c]pyrimidin-5(1H)-one and (3,5-difluoro-4-((6-(trifluoromethyl)pyridin-3-yl)oxy)phenyl)methanol. Product: FC=1C=C(COC=2C=C3N(C(N2)=O)CCN3C)C=C(C1OC=1C=NC(=CC1)C(F)(F)F)F (7-((3,5-difluoro-4-((6-(trifluoromethyl)pyridin-3-yl)oxy)benzyl)oxy)-1-methyl-2,3-dihydroimidazo[1,2-c]pyrimidin-5(1H)-one). Reaction SMILES: Cl[C:2]1[CH:3]=[C:4]2[N:11]([CH3:12])[CH2:10][CH2:9][N:5]2[C:6](=[O:8])[N:7]=1.[F:13][C:14]1[CH:15]=[C:16]([CH2:32][OH:33])[CH:17]=[C:18]([F:31])[C:19]=1[O:20][C:21]1[CH:22]=[N:23][C:24]([C:27]([F:30])([F:29])[F:28])=[CH:25][CH:26]=1>>[F:13][C:14]1[CH:15]=[C:16]([CH:17]=[C:18]([F:31])[C:19]=1[O:20][C:21]1[CH:22]=[N:23][C:24]([C:27]([F:30])([F:28])[F:29])=[CH:25][CH:26]=1)[CH2:32][O:33][C:2]1[CH:3]=[C:4]2[N:11]([CH3:12])[CH2:10][CH2:9][N:5]2[C:6](=[O:8])[N:7]=1. Starting materials: E1, ClC=1C=C2N(C(N1)=O)CCN2C (7-chloro-1-methyl-2,3-dihydroimidazo[1,2-c]pyrimidin-5(1H)-one), FC=1C=C(C=C(C1OC=1C=NC(=CC1)C(F)(F)F)F)CO ((3,5-difluoro-4-((6-(trifluoromethyl)pyridin-3-yl)oxy)phenyl)methanol).